Dataset: the Open Reaction Database (ORD), a public repository of structured organic reaction records. Task: describe an organic reaction: reactants, conditions, products, and yield Starting materials: FC=1C=C(C=CC1)N1C(N(C(C2=CC(=C(C=C12)N1CCCC1)F)=O)OCC1=CC=CC=C1)=O (1-(3-fluorophenyl)-6-fluoro-3-benzyloxy-7-pyrrolidin-1-yl-1H-quinazoline-2,4-dione). Reagents/catalysts: [Pd] (Pd/C). Yields the product FC=1C=C(C=CC1)N1C(N(C(C2=CC(=C(C=C12)N1CCCC1)F)=O)O)=O (1-(3-Fluorophenyl)-6-fluoro-3-hydroxy-7-pyrrolidin-1-yl-1H-quinazoline-2,4-dione). Isolated yield 113.8%. Reaction SMILES: [F:1][C:2]1[CH:3]=[C:4]([N:8]2[C:17]3[C:12](=[CH:13][C:14]([F:23])=[C:15]([N:18]4[CH2:22][CH2:21][CH2:20][CH2:19]4)[CH:16]=3)[C:11](=[O:24])[N:10]([O:25]CC3C=CC=CC=3)[C:9]2=[O:33])[CH:5]=[CH:6][CH:7]=1>[Pd]>[F:1][C:2]1[CH:3]=[C:4]([N:8]2[C:17]3[C:12](=[CH:13][C:14]([F:23])=[C:15]([N:18]4[CH2:19][CH2:20][CH2:21][CH2:22]4)[CH:16]=3)[C:11](=[O:24])[N:10]([OH:25])[C:9]2=[O:33])[CH:5]=[CH:6][CH:7]=1. Reported procedure: Using the General Method 6A, the reaction of 10% Pd/C (0.03 g) with 1-(3-fluorophenyl)-6-fluoro-3-benzyloxy-7-pyrrolidin-1-yl-1H-quinazoline-2,4-dione (Example Y-1, 0.1 g, 0.22 mmol) provided 0.09 g of the title compound as a solid, mp 239-241° C. Reactants: (R*,R* -2,4-dibenzyl-4-carboxybutyryl]-3-aminopropionic acid, diacid, [OH-].[Na+] (sodium hydroxide), C(C1=CC=CC=C1)[C@H](C(=O)NCCC(=O)O)C[C@@H](C(=O)O)CC1=CC=CC=C1 (N-[(R*,R*)-2,4-dibenzyl-4-carboxybutyryl]-3-aminopropionic acid), [Na][Na] (disodium), C(C)O (Ethanol). Run in CO.O (methanol water). Product: [Na+].[Na+].C(C1=CC=CC=C1)[C@H](C(=O)NCCC(=O)[O-])C[C@@H](C(=O)O)CC1=CC=CC=C1.C(C1=CC=CC=C1)[C@H](C(=O)NCCC(=O)[O-])C[C@H](CC1=CC=CC=C1)C(=O)O (N-[(R*,R*)-2,4-dibenzyl-4-carboxybutyryl]-3-aminopropionic acid disodium salt). As a reaction SMILES: [CH2:1]([C@@H:8]([CH2:17][C@H:18]([CH2:22][C:23]1[CH:28]=[CH:27][CH:26]=[CH:25][CH:24]=1)[C:19]([OH:21])=[O:20])[C:9]([NH:11][CH2:12][CH2:13][C:14]([OH:16])=[O:15])=[O:10])[C:2]1[CH:7]=[CH:6][CH:5]=[CH:4][CH:3]=1.[Na:29][Na].[OH-].[Na+].C(O)C>CO.O>[Na+:29].[Na+:29].[CH2:1]([C@@H:8]([CH2:17][C@H:18]([CH2:22][C:23]1[CH:24]=[CH:25][CH:26]=[CH:27][CH:28]=1)[C:19]([OH:21])=[O:20])[C:9]([NH:11][CH2:12][CH2:13][C:14]([O-:16])=[O:15])=[O:10])[C:2]1[CH:3]=[CH:4][CH:5]=[CH:6][CH:7]=1.[CH2:1]([C@@H:8]([CH2:17][C@@H:18]([C:19]([OH:21])=[O:20])[CH2:22][C:23]1[CH:24]=[CH:25][CH:26]=[CH:27][CH:28]=1)[C:9]([NH:11][CH2:12][CH2:13][C:14]([O-:16])=[O:15])=[O:10])[C:2]1[CH:7]=[CH:6][CH:5]=[CH:4][CH:3]=1 |f:2.3,5.6,7.8.9.10|. Procedure details: N-[(R*,R* -2,4-dibenzyl-4-carboxybutyryl]-3-aminopropionic acid, melting at 122°-124°. N-[(R*,R*)-2,4-dibenzyl-4-carboxybutyryl]-3-aminopropionic acid is converted to the disodium salt by the following procedure: To the solution of 0.38 g of the diacid in 25 ml of methanol:water (2:1) is added 2.0 ml of 1.00N sodium hydroxide. The solution is concentrated to give a solid. Ethanol is added and the suspension is concentrated and the solid is dried at 50° under high vacuum to yield the N-[(R*,R*)-2... Starting materials: C(C)(=O)[O-].[Na+] (sodium acetate), Cl.CN (methylamine hydrochloride), C(#N)[BH3-].[Na+] (sodium cyanoborohydride), [OH-].[Na+] (sodium hydroxide), C1(CCCCC1)C1(COC1)C=O (3-Cyclohexyl-3-formyloxetane). Run in CO (methanol), CO (methanol). Reaction conditions: time 8 hour. Yields the product C1(CCCCC1)C1(COC1)CNC (3-cyclohexyl-3-methylaminomethyloxetane). Reaction SMILES: [CH:1]1([C:7]2([CH:11]=O)[CH2:10][O:9][CH2:8]2)[CH2:6][CH2:5][CH2:4][CH2:3][CH2:2]1.C([O-])(=O)C.[Na+].Cl.CN.[C:21]([BH3-])#[N:22].[Na+].[OH-].[Na+]>CO>[CH:1]1([C:7]2([CH2:11][NH:22][CH3:21])[CH2:10][O:9][CH2:8]2)[CH2:6][CH2:5][CH2:4][CH2:3][CH2:2]1 |f:1.2,3.4,5.6,7.8|. Reported procedure: 3-Cyclohexyl-3-formyloxetane (1.7 g) was dissolved in methanol (10 ml) at 25° C. In succession, anhydrous sodium acetate (3.3 g), methylamine hydrochloride (3.4 g) and sodium cyanoborohydride (630 mg) were added, followed by a further volume of methanol (30 ml). The mixture was stirred overnight and then basified with sodium hydroxide solution (1M, 22 ml) to pH9. Ether extraction, washing and drying, followed by evaporation gave 3-cyclohexyl-3-methylaminomethyloxetane as a colourless oil. Starting materials: [C]=O (carbon monoxide), C(C)O (ethanol), C(=O)OCC (ethyl formate), [H][H] (hydrogen), N(=O)OCC (ethyl nitrite). Reagents/catalysts: [Pd] (palladium-on-alumina). Product: C(C(=O)OCC)(=O)OCC (diethyl oxalate). Reaction SMILES: [C]=O.[H][H].N([O:7][CH2:8][CH3:9])=O.[CH:10]([O:12][CH2:13][CH3:14])=[O:11].[CH2:15]([OH:17])C>[Pd]>[C:15]([O:7][CH2:8][CH3:9])(=[O:17])[C:10]([O:12][CH2:13][CH3:14])=[O:11] |^3:0|. Reported procedure: In a tubular reactor, there was packed 10 ml. of a 0.5 wt.% palladium-on-alumina catalyst (manufactured by Nippon Engerhard Co., Ltd.), followed by introduction of a gaseous mixture consisting of 28.5% by volume of carbon monoxide, 4.5% by volume of hydrogen, 5.7% by volume of ethyl nitrite and 61.3% by volume of nitrogen at a rate of 40.0 l. per hour to subject the gaseous mixture to reaction at a reaction temperature of 120° C. under ambient pressure. According to a gas-chromatographic analysi... Reactants: CC(=O)O, CO, COC(=O)Cc1c(C)n(S(=O)(=O)c2ccc(S(C)(=O)=O)cc2)c2sccc12, [K+], [OH-], O. Product: Cc1c(CC(=O)O)c2ccsc2n1S(=O)(=O)c1ccc(S(C)(=O)=O)cc1. As a reaction SMILES: [C:33]([OH:34])(=[O:35])[CH3:36].[CH3:1][OH:2].[CH3:4][c:5]1[c:6]([CH2:26][C:27](=[O:28])[O:29][CH3:30])[c:7]2[c:8]([n:9]1[S:10](=[O:11])(=[O:12])[c:13]1[cH:14][cH:15][c:16]([S:19](=[O:20])(=[O:21])[CH3:22])[cH:17][cH:18]1)[s:23][cH:24][cH:25]2.[K+:32].[OH-:31].[OH2:3]>>[CH3:4][c:5]1[c:6]([CH2:26][C:27](=[O:28])[OH:29])[c:7]2[c:8]([n:9]1[S:10](=[O:11])(=[O:12])[c:13]1[cH:14][cH:15][c:16]([S:19](=[O:20])(=[O:21])[CH3:22])[cH:17][cH:18]1)[s:23][cH:24][cH:25]2.